Dataset: the Open Reaction Database (ORD), a public repository of structured organic reaction records. Task: describe an organic reaction: reactants, conditions, products, and yield As a reaction SMILES: [CH2:12]([CH3:13])[c:14]1[c:15]([CH:23]2[C:24](=[O:36])[CH2:25][CH:26]([CH2:30][CH:31]([CH3:32])[S:33][CH2:34][CH3:35])[CH2:27][C:28]2=[O:29])[c:16]([CH2:21][CH3:22])[cH:17][c:18]([CH3:20])[cH:19]1.[Cl:37][CH2:38][Cl:39].[OH:1][O:2][C:3]([c:4]1[cH:5][c:6]([Cl:7])[cH:8][cH:9][cH:10]1)=[O:11]>>[O:1]=[S:33]([CH:31]([CH2:30][CH:26]1[CH2:25][C:24](=[O:36])[CH:23]([c:15]2[c:14]([CH2:12][CH3:13])[cH:19][c:18]([CH3:20])[cH:17][c:16]2[CH2:21][CH3:22])[C:28](=[O:29])[CH2:27]1)[CH3:32])[CH2:34][CH3:35]. The reactants are CCSC(C)CC1CC(=O)C(c2c(CC)cc(C)cc2CC)C(=O)C1, ClCCl, O=C(OO)c1cccc(Cl)c1. Yields the product CCc1cc(C)cc(CC)c1C1C(=O)CC(CC(C)S(=O)CC)CC1=O. The reactants are [Li]CCCC, C1CCOC1, CN1CCN(Cc2c(-c3ccccc3)[nH]c3ccc(Cl)cc23)CC1, O=S(=O)(Cl)c1ccccc1. Yields the product CN1CCN(Cc2c(-c3ccccc3)n(S(=O)(=O)c3ccccc3)c3ccc(Cl)cc23)CC1. As a reaction SMILES: [CH2:25]([Li:26])[CH2:27][CH2:28][CH3:29].[CH2:40]1[O:41][CH2:42][CH2:43][CH2:44]1.[Cl:1][c:2]1[cH:3][c:4]2[c:5]([CH2:17][N:18]3[CH2:19][CH2:20][N:21]([CH3:24])[CH2:22][CH2:23]3)[c:6](-[c:11]3[cH:12][cH:13][cH:14][cH:15][cH:16]3)[nH:7][c:8]2[cH:9][cH:10]1.[c:30]1([S:36](=[O:37])(=[O:38])[Cl:39])[cH:31][cH:32][cH:33][cH:34][cH:35]1>>[Cl:1][c:2]1[cH:3][c:4]2[c:5]([CH2:17][N:18]3[CH2:19][CH2:20][N:21]([CH3:24])[CH2:22][CH2:23]3)[c:6](-[c:11]3[cH:12][cH:13][cH:14][cH:15][cH:16]3)[n:7]([S:36]([c:30]3[cH:31][cH:32][cH:33][cH:34][cH:35]3)(=[O:37])=[O:38])[c:8]2[cH:9][cH:10]1. Starting materials: CC1=C(N(C(=CC1=O)C1=CC=CC=C1)C1=CC=C(C=C1)SC)C1=CC=CC=C1 (3-methyl-1-(4-methylthiophenyl)-2,6-diphenyl-4(1H)-pyridinone), ClC1=CC(=CC=C1)C(=O)OO (m-chloroperbenzoic acid), O (water). The solvent is C(Cl)Cl (methylene chloride). Run at time 15 minute. The product is CS(=O)C1=CC=C(C=C1)N1C(=C(C(C=C1C1=CC=CC=C1)=O)C)C1=CC=CC=C1 (1-(4-methanesulfinylphenyl)-3-methyl-2,6-diphenyl-4(1H)-pyridinone). Yield: 94.9%. As a reaction SMILES: [CH3:1][C:2]1[C:7](=[O:8])[CH:6]=[C:5]([C:9]2[CH:14]=[CH:13][CH:12]=[CH:11][CH:10]=2)[N:4]([C:15]2[CH:20]=[CH:19][C:18]([S:21][CH3:22])=[CH:17][CH:16]=2)[C:3]=1[C:23]1[CH:28]=[CH:27][CH:26]=[CH:25][CH:24]=1.ClC1C=CC=C(C(OO)=[O:37])C=1.O>C(Cl)Cl>[CH3:22][S:21]([C:18]1[CH:17]=[CH:16][C:15]([N:4]2[C:5]([C:9]3[CH:10]=[CH:11][CH:12]=[CH:13][CH:14]=3)=[CH:6][C:7](=[O:8])[C:2]([CH3:1])=[C:3]2[C:23]2[CH:28]=[CH:27][CH:26]=[CH:25][CH:24]=2)=[CH:20][CH:19]=1)=[O:37]. Procedure: Dissolved in 30 ml of methylene chloride was 1.1 g (0.0029 mole) of 3-methyl-1-(4-methylthiophenyl)-2,6-diphenyl-4(1H)-pyridinone, followed by addition of 0.6 g (0.0034 mole) of m-chloroperbenzoic acid (as oxidizing agent). After stirring the reaction mixture for 15 minutes, it was poured into water, followed by extraction with methylene chloride. The organic layer (the extract) was washed with 20 ml of a saturated aqueous solution of sodium hydrogen carbonate and then with water. The organic la... RXN SMILES: [CH2:21]([C:22]([CH3:23])=[O:24])[CH:25]([CH3:26])[CH3:27].[CH3:1][c:2]1[c:3]([NH2:8])[n:4][cH:5][cH:6][cH:7]1.[ClH:20].[I:9][c:10]1[cH:11][c:12]([S:16](=[O:17])(=[O:18])[Cl:19])[cH:13][cH:14][cH:15]1>>[CH3:1][c:2]1[c:3]([NH:8][S:16]([c:12]2[cH:11][c:10]([I:9])[cH:15][cH:14][cH:13]2)(=[O:17])=[O:18])[n:4][cH:5][cH:6][cH:7]1. The reactants are CC(=O)CC(C)C, Cc1cccnc1N, Cl, O=S(=O)(Cl)c1cccc(I)c1. Yields the product Cc1cccnc1NS(=O)(=O)c1cccc(I)c1. RXN SMILES: [OH:1][C@H:2]([C@@H:24]([NH:32][C:33](=[O:43])[C@H:34]([CH:40]([CH3:42])[CH3:41])[NH:35][C:36]([O:38][CH3:39])=[O:37])[CH2:25][C:26]1[CH:31]=[CH:30][CH:29]=[CH:28][CH:27]=1)[CH2:3][N:4]([CH2:17][CH:18]1[CH2:23][CH2:22][CH2:21][CH2:20][CH2:19]1)[NH:5][C:6](=[O:16])[C@H:7]([CH:13]([CH3:15])[CH3:14])[NH:8][C:9]([O:11][CH3:12])=[O:10].[CH3:44][O:45][CH2:46][C:47](Cl)=[O:48]>O1CCOCC1.N1C=CC=CC=1.CN(C1C=CN=CC=1)C>[CH3:44][O:45][CH2:46][C:47]([O:1][C@H:2]([C@@H:24]([NH:32][C:33](=[O:43])[C@H:34]([CH:40]([CH3:42])[CH3:41])[NH:35][C:36]([O:38][CH3:39])=[O:37])[CH2:25][C:26]1[CH:27]=[CH:28][CH:29]=[CH:30][CH:31]=1)[CH2:3][N:4]([CH2:17][CH:18]1[CH2:23][CH2:22][CH2:21][CH2:20][CH2:19]1)[NH:5][C:6](=[O:16])[C@H:7]([CH:13]([CH3:14])[CH3:15])[NH:8][C:9]([O:11][CH3:12])=[O:10])=[O:48]. The product is COCC(=O)O[C@@H](CN(NC([C@@H](NC(=O)OC)C(C)C)=O)CC1CCCCC1)[C@H](CC1=CC=CC=C1)NC([C@@H](NC(=O)OC)C(C)C)=O (1-[2(S)-(Methoxy-acetoxy)-3(S)-(N-(methoxycarbonyl)-(L)-valyl)amino-4-phenyl-butyl]-1-[cyclohexylmethyl]-2-[N-methoxycarbonyl-(L)-valyl]-hydrazine). Reagents/catalysts: CN(C)C=1C=CN=CC1 (DMAP), CN(C)C=1C=CN=CC1 (DMAP). Reported procedure: Analogously to Example 105, 200 mg (0.33 mmol) of 1-[2(S)-hydroxy-3(S)-(N-(methoxycarbonyl)-(L)-valyl)amino-4-phenyl-butyl]-1-[cyclohexylmethyl]-2-[N-methoxycarbonyl-(L)-valyl]-hydrazine (Example 73a) in 2.6 ml of dioxane and 0.4 ml of pyridine are reacted with 50 μl (0.495 mmol) of methoxyacetic acid chloride and 2 mg (0.017 mmol) of DMAP. To complete the reaction a further 0.5 equivalents of methoxyacetic acid chloride and a few granules of DMAP are added and the mixture is stirred. Extraction... The reactants are COCC(=O)Cl (methoxyacetic acid chloride), O[C@@H](CN(NC([C@@H](NC(=O)OC)C(C)C)=O)CC1CCCCC1)[C@H](CC1=CC=CC=C1)NC([C@@H](NC(=O)OC)C(C)C)=O (1-[2(S)-hydroxy-3(S)-(N-(methoxycarbonyl)-(L)-valyl)amino-4-phenyl-butyl]-1-[cyclohexylmethyl]-2-[N-methoxycarbonyl-(L)-valyl]-hydrazine), COCC(=O)Cl (methoxyacetic acid chloride). Solvent: O1CCOCC1 (dioxane), N1=CC=CC=C1 (pyridine).